Dataset: the Open Reaction Database (ORD), a public repository of structured organic reaction records. Task: describe an organic reaction: reactants, conditions, products, and yield Starting materials: O (water), IC1=CC(=C(C=C1)C(C)=O)OC (4′-iodo-2′-methoxyacetophenone), S1C(=CC=C1)B(O)O (thiophene-2-boronic acid), C([O-])([O-])=O.[Na+].[Na+] (sodium carbonate). The reagents and catalysts are C=1C=CC(=CC1)[P](C=2C=CC=CC2)(C=3C=CC=CC3)[Pd]([P](C=4C=CC=CC4)(C=5C=CC=CC5)C=6C=CC=CC6)([P](C=7C=CC=CC7)(C=8C=CC=CC8)C=9C=CC=CC9)[P](C=1C=CC=CC1)(C=1C=CC=CC1)C=1C=CC=CC1 (Tetrakis(triphenylphosphine)palladium(0)). Solvent: COCCOC (ethylene glycol dimethyl ether). The product is COC1=C(C=CC(=C1)C=1SC=CC1)C(C)=O (2′-methoxy-4′-(thien-2-yl)acetophenone). The yield is 97.1%. RXN SMILES: I[C:2]1[CH:7]=[CH:6][C:5]([C:8](=[O:10])[CH3:9])=[C:4]([O:11][CH3:12])[CH:3]=1.[S:13]1[CH:17]=[CH:16][CH:15]=[C:14]1B(O)O.C(=O)([O-])[O-].[Na+].[Na+].O>COCCOC.C1C=CC([P]([Pd]([P](C2C=CC=CC=2)(C2C=CC=CC=2)C2C=CC=CC=2)([P](C2C=CC=CC=2)(C2C=CC=CC=2)C2C=CC=CC=2)[P](C2C=CC=CC=2)(C2C=CC=CC=2)C2C=CC=CC=2)(C2C=CC=CC=2)C2C=CC=CC=2)=CC=1>[CH3:12][O:11][C:4]1[CH:3]=[C:2]([C:14]2[S:13][CH:17]=[CH:16][CH:15]=2)[CH:7]=[CH:6][C:5]=1[C:8](=[O:10])[CH3:9] |f:2.3.4,^1:37,39,58,77|. Procedure details: Ex-57a: 4′-iodo-2′-methoxyacetophenone (1.08 g, 3.9 mmol) in ethylene glycol dimethyl ether (50 ml) was degassed for 15 minutes. Tetrakis(triphenylphosphine)palladium(0) (0.456 g, 0.39 mmol), thiophene-2-boronic acid (0.75 g, 5.9 mmol), and sodium carbonate solution (2 m, 4 ml, 8 mmol) were added. The mixture was stirred at reflux under nitrogen for 24 hours. Upon cooling to room temperature, it was poured into water and extracted with dichloromethane. The organic phase was dried over sodium sul... Starting materials: CC(=O)OC(C)=O, COS(=O)(=O)OC, O=CO, Nc1ccc(S(=O)(=O)O)c(N)c1, O. Product: CNc1cc(N)ccc1S(=O)(=O)O. As a reaction SMILES: [CH3:16][C:17]([O:18][C:19](=[O:20])[CH3:21])=[O:22].[CH3:23][O:24][S:25]([O:26][CH3:27])(=[O:28])=[O:29].[CH:13]([OH:14])=[O:15].[NH2:1][c:2]1[cH:3][c:4]([NH2:12])[c:5]([S:8](=[O:9])(=[O:10])[OH:11])[cH:6][cH:7]1.[OH2:30]>>[NH2:1][c:2]1[cH:3][c:4]([NH:12][CH3:13])[c:5]([S:8](=[O:9])(=[O:10])[OH:11])[cH:6][cH:7]1. The reactants are Brc1c[nH]cn1, Clc1ccc(-c2ccnc(Cl)n2)cc1. Yields the product Clc1ccc(-c2ccnc(-n3cnc(Br)c3)n2)cc1. Reaction SMILES: [Br:15][c:16]1[n:17][cH:18][nH:19][cH:20]1.[Cl:1][c:2]1[n:3][cH:4][cH:5][c:6](-[c:8]2[cH:9][cH:10][c:11]([Cl:14])[cH:12][cH:13]2)[n:7]1>>[c:2]1(-[n:19]2[cH:18][n:17][c:16]([Br:15])[cH:20]2)[n:3][cH:4][cH:5][c:6](-[c:8]2[cH:9][cH:10][c:11]([Cl:14])[cH:12][cH:13]2)[n:7]1. Reactants: CC=1C=NC(=C(C1OC)C)C[S+](C=2NC=3C=CC(=CC3N2)OC)[O-] (Omeprazole), C1(=CC=CC=C1)C (toluene), C1=CC=C2C(=C1)C=CC(=C2C3=C(C=CC4=CC=CC=C43)O)O ((S)-(−)-BINOL). Procedure details: Omeprazole (100 g, 0.2898 mole) was added to a mixture of toluene (1600 ml) and cyclohexane (400 ml) in a round bottom flask kept at 25-30° C. (S)-(−)-BINOL (124.3 g, 0.4346 mole) was added and the content warmed to about 50-55° C. with stirring for 30-45 minutes. The content of the flask was allowed to attain the ambient temperature and then cooled to 0-5° C. with stirring for about an hour. The (S)-omeprazole-(S)-(−)-BINOL complex crystallizes out, filtered and washed with a mixture of cyclohe... Conditions: temperature 52.5 celsius, time 37.5 minute. Product: CC1=CN=C(C(=C1OC)C)C[S@](=O)C2=NC3=C(N2)C=C(C=C3)OC.C1=CC=C2C(=C1)C=CC(=C2C3=C(C=CC4=CC=CC=C43)O)O ((S)-omeprazole (S)-(−)-BINOL). The solvent is C1CCCCC1 (cyclohexane). Reaction SMILES: [CH3:1][C:2]1[CH:3]=[N:4][C:5]([CH2:11][S+:12]([O-:24])[C:13]2[NH:14][C:15]3[CH:16]=[CH:17][C:18]([O:22][CH3:23])=[CH:19][C:20]=3[N:21]=2)=[C:6]([CH3:10])[C:7]=1[O:8][CH3:9].C1(C)C=CC=CC=1.[CH:32]1[CH:37]=[C:36]2[CH:38]=[CH:39][C:40]([OH:53])=[C:41]([C:42]3[C:51]4[C:46](=[CH:47][CH:48]=[CH:49][CH:50]=4)[CH:45]=[CH:44][C:43]=3[OH:52])[C:35]2=[CH:34][CH:33]=1>C1CCCCC1>[CH3:1][C:2]1[C:7]([O:8][CH3:9])=[C:6]([CH3:10])[C:5]([CH2:11][S@@:12]([C:13]2[NH:21][C:20]3[CH:19]=[C:18]([O:22][CH3:23])[CH:17]=[CH:16][C:15]=3[N:14]=2)=[O:24])=[N:4][CH:3]=1.[CH:48]1[CH:47]=[C:46]2[CH:45]=[CH:44][C:43]([OH:52])=[C:42]([C:41]3[C:35]4[C:36](=[CH:37][CH:32]=[CH:33][CH:34]=4)[CH:38]=[CH:39][C:40]=3[OH:53])[C:51]2=[CH:50][CH:49]=1 |f:4.5|. The yield is 85.0%. The reactants are O=C([O-])O, O=C(Cl)OCc1ccccc1, Cl, [Na+], O=C1NCC2(CCNCC2)O1, O. Yields the product O=C1NCC2(CCN(C(=O)OCc3ccccc3)CC2)O1. As a reaction SMILES: [C:12](=[O:13])([OH:14])[O-:15].[Cl:17][C:18](=[O:19])[O:20][CH2:21][c:22]1[cH:23][cH:24][cH:25][cH:26][cH:27]1.[ClH:28].[Na+:16].[O:1]1[C:2](=[O:11])[NH:3][CH2:4][C:5]12[CH2:6][CH2:7][NH:8][CH2:9][CH2:10]2.[OH2:29]>>[O:1]1[C:2](=[O:11])[NH:3][CH2:4][C:5]12[CH2:6][CH2:7][N:8]([C:18](=[O:19])[O:20][CH2:21][c:22]1[cH:23][cH:24][cH:25][cH:26][cH:27]1)[CH2:9][CH2:10]2. Starting materials: C(C)(=O)C1=C(C(=C(C#N)C(=C1)Cl)I)O (4-acetyl-6-chloro-3-hydroxy-2-iodobenzonitrile), N(=NC(=O)OCC)C(=O)OCC (Diethyl azodicarboxylate), C1(=CC=CC=C1)P(C1=CC=CC=C1)C1=CC=CC=C1 (triphenylphosphine), OCCNC(OC(C)(C)C)=O (tert-butyl (2-hydroxyethyl)carbamate). The solvent is O1CCCC1 (tetrahydrofuran), C(C)(=O)OCC (ethyl acetate). Run at time 15 minute. Product: C(C)(=O)C1=CC(=C(C(=C1OCCNC(OC(C)(C)C)=O)I)C#N)Cl (tert-butyl [2-(6-acetyl-4-chloro-3-cyano-2-iodophenoxy)ethyl]carbamate). The yield is 71.7%. As a reaction SMILES: N(C(OCC)=O)=NC(OCC)=O.C1(P(C2C=CC=CC=2)C2C=CC=CC=2)C=CC=CC=1.[OH:32][CH2:33][CH2:34][NH:35][C:36](=[O:42])[O:37][C:38]([CH3:41])([CH3:40])[CH3:39].[C:43]([C:46]1[CH:53]=[C:52]([Cl:54])[C:49]([C:50]#[N:51])=[C:48]([I:55])[C:47]=1O)(=[O:45])[CH3:44]>O1CCCC1.C(OCC)(=O)C>[C:43]([C:46]1[C:47]([O:32][CH2:33][CH2:34][NH:35][C:36](=[O:42])[O:37][C:38]([CH3:39])([CH3:41])[CH3:40])=[C:48]([I:55])[C:49]([C:50]#[N:51])=[C:52]([Cl:54])[CH:53]=1)(=[O:45])[CH3:44]. Procedure details: Diethyl azodicarboxylate (2.3 mL, 14 mmol) was added slowly to a solution of triphenylphosphine (3.79 g, 14.5 mmol) and tert-butyl (2-hydroxyethyl)carbamate (2.3 g, 14 mmol) in tetrahydrofuran (93 mL) and cooled in an ice bath. After stirring for 15 minutes, the 4-acetyl-6-chloro-3-hydroxy-2-iodobenzonitrile (3.1 g, 9.6 mmol) was added. The reaction was allowed to warm to room temperature and stirred overnight. The reaction was diluted with ethyl acetate and washed with water, 1 N HCl, and brine... RXN SMILES: [CH2:1]([O:3][C:4](=[O:2])[c:6]1[s:7][c:8]2[c:14]([n:15]1)-[c:13]1[c:12]([cH:19][cH:18][c:17]([Br:20])[cH:16]1)[O:11][CH2:10][CH2:9]2)[CH3:5].[CH3:24][CH2:25][OH:26].[NH2:22][NH2:23].[OH2:21]>>[O:3]=[C:4]([c:6]1[s:7][c:8]2[c:14]([n:15]1)-[c:13]1[c:12]([cH:19][cH:18][c:17]([Br:20])[cH:16]1)[O:11][CH2:10][CH2:9]2)[NH:22][NH2:23]. Yields the product NNC(=O)c1nc2c(s1)CCOc1ccc(Br)cc1-2. Reactants: CCOC(=O)c1nc2c(s1)CCOc1ccc(Br)cc1-2, CCO, NN, O. Reactants: [H][H] (hydrogen), [H][H] (hydrogen), C(C1=CC=CC=C1)OC=1C(=C(C(=O)O)C=CC1)C (3-benzyloxy-2-methylbenzoic acid), [OH-].[Na+] (sodium hydroxide), steel. The reagents and catalysts are [Pd] (Pd/C). The solvent is O (water). Conditions: temperature 0 celsius, time 20 minute. Yields the product OC=1C(=C(C(=O)O)C=CC1)C (3-hydroxy-2-methylbenzoic acid). Yield: 56.3%. As a reaction SMILES: C([O:8][C:9]1[C:10]([CH3:18])=[C:11]([CH:15]=[CH:16][CH:17]=1)[C:12]([OH:14])=[O:13])C1C=CC=CC=1.[OH-].[Na+].[H][H]>O.[Pd]>[OH:8][C:9]1[C:10]([CH3:18])=[C:11]([CH:15]=[CH:16][CH:17]=1)[C:12]([OH:14])=[O:13] |f:1.2|. Procedure details: A solution of 3-benzyloxy-2-methylbenzoic acid (50 g, 0.21 mol) and sodium hydroxide (9 g, 0.225 mol) in 700 g of water and 2 g of 5% Pd/C catalyst (50% water-moist) are added to a 21 steel autoclave with an aerating stirrer. 10 bar of hydrogen are injected at a temperature of 50° C. and a stirring speed of 800 rpm. Consumed hydrogen is replaced by repeated injection. After 20 min, the absorption of hydrogen falls off. The catalyst is filtered off at room temperature by means of a pressure filte... Starting materials: Cc1ccccc1, ClCCl, Cc1[nH]c2ccc(Cl)cc2c1SC1CCNCC1, ICCn1cccc1, [Na+], [Na+], O=C([O-])[O-], O. Product: Cc1[nH]c2ccc(Cl)cc2c1SC1CCN(CCn2cccc2)CC1. Reaction SMILES: [CH3:1][c:2]1[cH:3][cH:4][cH:5][cH:6][cH:7]1.[Cl:40][CH2:41][Cl:42].[Cl:8][c:9]1[cH:10][c:11]2[c:12]([S:19][CH:20]3[CH2:21][CH2:22][NH:23][CH2:24][CH2:25]3)[c:13]([CH3:18])[nH:14][c:15]2[cH:16][cH:17]1.[I:32][CH2:33][CH2:34][n:35]1[cH:36][cH:37][cH:38][cH:39]1.[Na+:26].[Na+:27].[O-:28][C:29](=[O:30])[O-:31].[OH2:43]>>[Cl:8][c:9]1[cH:10][c:11]2[c:12]([S:19][CH:20]3[CH2:21][CH2:22][N:23]([CH2:33][CH2:34][n:35]4[cH:36][cH:37][cH:38][cH:39]4)[CH2:24][CH2:25]3)[c:13]([CH3:18])[nH:14][c:15]2[cH:16][cH:17]1. Reactants: IC1=C(N)C=CC(=C1)[N+](=O)[O-] (2-iodo-4-nitroaniline), C[Si](C#CCCO[Si](C)(C)C(C)(C)C)(C)C (1-(trimethylsilyl)-4-(t-butyldimethylsiloxy)-1-butyne), C(C)(=O)[O-].[K+] (potassium acetate), [Cl-].[Li+] (lithium chloride). The reagents and catalysts are C(C)(=O)[O-].[Pd+2].C(C)(=O)[O-] (palladium (II) acetate). Solvent: CCOCC (ether), CN(C)C=O (DMF). Conditions: temperature 70 celsius. Yields the product [N+](=O)([O-])C=1C=C2C(=C(NC2=CC1)[Si](C)(C)C)CCO[Si](C)(C)C(C)(C)C (5-Nitro-2-trimethylsilyl-3-(2-t-butyldimethylsiloxyethyl)indole). Yield: 42.4%. RXN SMILES: I[C:2]1[CH:8]=[C:7]([N+:9]([O-:11])=[O:10])[CH:6]=[CH:5][C:3]=1[NH2:4].[CH3:12][Si:13]([CH3:27])([CH3:26])[C:14]#[C:15][CH2:16][CH2:17][O:18][Si:19]([C:22]([CH3:25])([CH3:24])[CH3:23])([CH3:21])[CH3:20].C([O-])(=O)C.[K+].[Cl-].[Li+]>CN(C=O)C.CCOCC.C([O-])(=O)C.[Pd+2].C([O-])(=O)C>[N+:9]([C:7]1[CH:8]=[C:2]2[C:3](=[CH:5][CH:6]=1)[NH:4][C:14]([Si:13]([CH3:12])([CH3:27])[CH3:26])=[C:15]2[CH2:16][CH2:17][O:18][Si:19]([C:22]([CH3:25])([CH3:24])[CH3:23])([CH3:20])[CH3:21])([O-:11])=[O:10] |f:2.3,4.5,8.9.10|. Procedure details: A mixture of 2-iodo-4-nitroaniline (7.92 g, 0.030 mol), 1-(trimethylsilyl)-4-(t-butyldimethylsiloxy)-1-butyne (15.36 g, 0.060 mol), potassium acetate (14.70 g, 0.15 mol), lithium chloride (1.27 g, 0.030 mol) and palladium (II) acetate (0.675 g, 0.003 mol) in 100 mL of dry DMF was heated at 70° C. (oil-bath temperature) under Ar for 2.5 h. The cooled reaction mixture was diluted with ether and the aqueous phase was separated and extracted with ethyl acetate. The combined organic phases were washe...